From a dataset of the Open Reaction Database (ORD), a public repository of structured organic reaction records. describe an organic reaction: reactants, conditions, products, and yield Starting materials: CCOC(=O)c1cnc2ccc(OC)cc2c1O, CN(C)C=O, BrP(Br)Br. The product is CCOC(=O)c1cnc2ccc(OC)cc2c1Br. As a reaction SMILES: [CH2:5]([CH3:6])[O:7][C:8](=[O:9])[c:10]1[cH:11][n:12][c:13]2[cH:14][cH:15][c:16]([O:21][CH3:22])[cH:17][c:18]2[c:19]1[OH:20].[O:23]=[CH:24][N:25]([CH3:26])[CH3:27].[P:1]([Br:2])([Br:3])[Br:4]>>[Br:2][c:19]1[c:10]([C:8]([O:7][CH2:5][CH3:6])=[O:9])[cH:11][n:12][c:13]2[cH:14][cH:15][c:16]([O:21][CH3:22])[cH:17][c:18]21.